Dataset: the Open Reaction Database (ORD), a public repository of structured organic reaction records. Task: describe an organic reaction: reactants, conditions, products, and yield The reactants are COC(=O)c1ccc(-c2cnnn2C)cc1, [Na+], C1CCOC1, [OH-]. Product: Cn1nncc1-c1ccc(C(=O)O)cc1. As a reaction SMILES: [CH3:1][n:2]1[n:3][n:4][cH:5][c:6]1-[c:7]1[cH:8][cH:9][c:10]([C:11](=[O:12])[O:13][CH3:14])[cH:15][cH:16]1.[Na+:18].[O:19]1[CH2:20][CH2:21][CH2:22][CH2:23]1.[OH-:17]>>[CH3:1][n:2]1[n:3][n:4][cH:5][c:6]1-[c:7]1[cH:8][cH:9][c:10]([C:11](=[O:12])[OH:13])[cH:15][cH:16]1. Reactants: N1CCC(CC1)CCCCCC(=O)OCC (ethyl 6-(4-piperidyl)hexanoate), C([O-])(O)=O.[Na+] (sodium bicarbonate), C(C1=CC=CC=C1)OC(=O)Cl (Benzyloxycarbonyl chloride). The solvent is O (water), C(C)(=O)OCC (ethyl acetate). Conditions: time 8 hour. Yields the product C(C1=CC=CC=C1)OC(=O)N1CCC(CC1)CCCCCC(=O)OCC (ethyl 6-(1-benzyloxycarbonyl-4-piperidyl)hexanoate). As a reaction SMILES: [NH:1]1[CH2:6][CH2:5][CH:4]([CH2:7][CH2:8][CH2:9][CH2:10][CH2:11][C:12]([O:14][CH2:15][CH3:16])=[O:13])[CH2:3][CH2:2]1.C(=O)(O)[O-].[Na+].[CH2:22]([O:29][C:30](Cl)=[O:31])[C:23]1[CH:28]=[CH:27][CH:26]=[CH:25][CH:24]=1>O.C(OCC)(=O)C>[CH2:22]([O:29][C:30]([N:1]1[CH2:6][CH2:5][CH:4]([CH2:7][CH2:8][CH2:9][CH2:10][CH2:11][C:12]([O:14][CH2:15][CH3:16])=[O:13])[CH2:3][CH2:2]1)=[O:31])[C:23]1[CH:28]=[CH:27][CH:26]=[CH:25][CH:24]=1 |f:1.2|. Procedure details: A solution of ethyl 6-(1-benzyloxycarbonyl-4-piperidyl)-2-chlorohexanoate (10 g) in ethanol (200 ml) is catalytically hydrogenated over 10% palladium-carbon (5 g, 50% wet) at ordinary temperature under atmospheric pressure. After the absorption of hydrogen has ceased, the catalyst is removed by filtration and the filtrate is evaporated in vacuo to yield ethyl 6-(4-piperidyl)hexanoate. This ester is dissolved in a mixture of water (100 ml), ethyl acetate (200 ml) and sodium bicarbonate (10 g). Be... The reactants are C(C)(C)(C)OC(=O)NC(C(=O)OC)CC1=CC=C(C=C1)OCCN1C(SC2=C1C=CC(=C2)C(C2=CC=CC=C2)=NOC)=O (Methyl 2-[(tert-butoxycarbonyl)amino]-3-{4-[2-(6-[(methoxyimino)-(phenyl)methyl]-2-oxo-1,3-benzothiazol-3(2H)-yl)ethoxy]phenyl}-propanoate), C(=O)(C(F)(F)F)O (TFA). The solvent is C(Cl)Cl (DCM). Conditions: time 5 hour. Yields the product NC(C(=O)OC)CC1=CC=C(C=C1)OCCN1C(SC2=C1C=CC(=C2)C(C2=CC=CC=C2)=NOC)=O (Methyl 2-amino-3-{4-[2-(6-[(methoxyimino)(phenyl)methyl]-2-oxo-1,3-benzothiazol-3(2H)-yl)ethoxy]phenyl}propanoate). RXN SMILES: C(OC([NH:8][CH:9]([CH2:14][C:15]1[CH:20]=[CH:19][C:18]([O:21][CH2:22][CH2:23][N:24]2[C:28]3[CH:29]=[CH:30][C:31]([C:33](=[N:40][O:41][CH3:42])[C:34]4[CH:39]=[CH:38][CH:37]=[CH:36][CH:35]=4)=[CH:32][C:27]=3[S:26][C:25]2=[O:43])=[CH:17][CH:16]=1)[C:10]([O:12][CH3:13])=[O:11])=O)(C)(C)C.C(O)(C(F)(F)F)=O>C(Cl)Cl>[NH2:8][CH:9]([CH2:14][C:15]1[CH:20]=[CH:19][C:18]([O:21][CH2:22][CH2:23][N:24]2[C:28]3[CH:29]=[CH:30][C:31]([C:33](=[N:40][O:41][CH3:42])[C:34]4[CH:39]=[CH:38][CH:37]=[CH:36][CH:35]=4)=[CH:32][C:27]=3[S:26][C:25]2=[O:43])=[CH:17][CH:16]=1)[C:10]([O:12][CH3:13])=[O:11]. Procedure: Dissolve the compound obtained in Example 10 (1 eq.) in 250 ml of anhydrous DCM and add TFA (20 eq.) dropwise. Stir for 5 hours and evaporate. Take up in water and render alkaline using 10% K2CO3. Extract with ethyl acetate. Wash the organic phases with water, dry over MgSO4, filter and evaporate. Take up in a minimum of methanol and bubble HCl gas through the mixture for 30 minutes. Evaporate to dryness and take up in diisopropyl ether. Filter off the precipitate and recrystallise from diethyl ... Starting materials: CCO, ClC(=NN=Cc1cccnc1)c1cccnc1, [K+], [OH-], S. Yields the product c1cncc(C2=NNC(c3cccnc3)S2)c1. Reaction SMILES: [CH3:21][CH2:22][OH:23].[Cl:4][C:5](=[N:6][N:7]=[CH:8][c:9]1[cH:10][n:11][cH:12][cH:13][cH:14]1)[c:15]1[cH:16][n:17][cH:18][cH:19][cH:20]1.[K+:2].[OH-:1].[SH2:3]>>[S:3]1[C:5]([c:15]2[cH:16][n:17][cH:18][cH:19][cH:20]2)=[N:6][NH:7][CH:8]1[c:9]1[cH:10][n:11][cH:12][cH:13][cH:14]1. Reactants: ClC=1C=CC2=C(C(=CCC(=N2)NN)C2=C(C=CC=C2)Cl)C1 (7-chloro-5-(2-chlorophenyl)-2-hydrazino-3H-1-benzazepine), C(OCC)(OCC)OCC (triethyl orthoformate). The product is ClC=1C=CC2=C(C(=CCC=3N2C=NN3)C3=C(C=CC=C3)Cl)C1 (8-chloro-6-(2-chlorophenyl)-4H-s-triazolo[4,3-a][1]benzazepine). Reaction SMILES: [Cl:1][C:2]1[CH:3]=[CH:4][C:5]2[N:11]=[C:10]([NH:12][NH2:13])[CH2:9][CH:8]=[C:7]([C:14]3[CH:19]=[CH:18][CH:17]=[CH:16][C:15]=3[Cl:20])[C:6]=2[CH:21]=1.[CH:22](OCC)(OCC)OCC>>[Cl:1][C:2]1[CH:3]=[CH:4][C:5]2[N:11]3[CH:22]=[N:13][N:12]=[C:10]3[CH2:9][CH:8]=[C:7]([C:14]3[CH:19]=[CH:18][CH:17]=[CH:16][C:15]=3[Cl:20])[C:6]=2[CH:21]=1. Procedure details: In analogy to Example 16(b), by reacting 7-chloro-5-(2-chlorophenyl)-2-hydrazino-3H-1-benzazepine with triethyl orthoformate there is obtained 8-chloro-6-(2-chlorophenyl)-4H-s-triazolo[4,3-a][1]benzazepine of melting point 189°-190°. Reaction SMILES: [B-:1]([F:2])([F:3])([F:4])[F:5].[Br:48][c:49]1[cH:50][cH:51][c:52]([NH2:55])[cH:53][n:54]1.[CH3:32][C:33]([CH3:34])([CH3:35])[O:36][C:37](=[O:38])[N:39]1[CH2:40][CH2:41][CH:42]([C:45](=[O:46])[OH:47])[CH2:43][CH2:44]1.[CH:23]([N:24]([CH:25]([CH3:26])[CH3:27])[CH2:28][CH3:29])([CH3:30])[CH3:31].[O:56]=[CH:57][N:58]([CH3:59])[CH3:60].[OH2:61].[n:6]1([O:7][C:8]([N:9]([CH3:10])[CH3:11])=[N+:12]([CH3:13])[CH3:14])[c:15]2[cH:16][cH:17][cH:18][cH:19][c:20]2[n:21][n:22]1>>[CH3:32][C:33]([CH3:34])([CH3:35])[O:36][C:37](=[O:38])[N:39]1[CH2:40][CH2:41][CH:42]([C:45](=[O:47])[NH:55][c:52]2[cH:51][cH:50][c:49]([Br:48])[n:54][cH:53]2)[CH2:43][CH2:44]1. The product is CC(C)(C)OC(=O)N1CCC(C(=O)Nc2ccc(Br)nc2)CC1. The reactants are F[B-](F)(F)F, Nc1ccc(Br)nc1, CC(C)(C)OC(=O)N1CCC(C(=O)O)CC1, CCN(C(C)C)C(C)C, CN(C)C=O, O, CN(C)C(On1nnc2ccccc21)=[N+](C)C.